This data is from the Open Reaction Database (ORD), a public repository of structured organic reaction records. The task is: describe an organic reaction: reactants, conditions, products, and yield Isolated yield 35.0%. Product: C(C)(C)(C)NS(=O)(=O)C=1C=C(C=C(C1)NC1=NC(=NC=C1Cl)Cl)CCC=1C=C(C=CC1)NC(OC(C)(C)C)=O (tert-Butyl [3-(2-{3-[(tert-butylamino)sulfonyl]-5-[(2,5-dichloropyrimidin-4-yl)amino]phenyl}ethyl)phenyl]carbamate). Procedure: The desired compound was prepared according to the procedure of Example B5, step G using tert-butyl [3-(2-{3-amino-5-[(tert-butylamino)sulfonyl]phenyl}ethyl)phenyl]carbamate and 2,4,5-trichloropyrimidine as the starting materials in 35% yield. LCMS for C27H33Cl2N5O4SNa (M+Na)+: m/z=616.2, 618.2. Reactants: NC=1C=C(C=C(C1)S(=O)(=O)NC(C)(C)C)CCC=1C=C(C=CC1)NC(OC(C)(C)C)=O (tert-butyl [3-(2-{3-amino-5-[(tert-butylamino)sulfonyl]phenyl}ethyl)phenyl]carbamate), ClC1=NC=C(C(=N1)Cl)Cl (2,4,5-trichloropyrimidine). As a reaction SMILES: [NH2:1][C:2]1[CH:3]=[C:4]([CH2:16][CH2:17][C:18]2[CH:19]=[C:20]([NH:24][C:25](=[O:31])[O:26][C:27]([CH3:30])([CH3:29])[CH3:28])[CH:21]=[CH:22][CH:23]=2)[CH:5]=[C:6]([S:8]([NH:11][C:12]([CH3:15])([CH3:14])[CH3:13])(=[O:10])=[O:9])[CH:7]=1.[Cl:32][C:33]1[N:38]=[C:37](Cl)[C:36]([Cl:40])=[CH:35][N:34]=1>>[C:12]([NH:11][S:8]([C:6]1[CH:5]=[C:4]([CH2:16][CH2:17][C:18]2[CH:19]=[C:20]([NH:24][C:25](=[O:31])[O:26][C:27]([CH3:30])([CH3:29])[CH3:28])[CH:21]=[CH:22][CH:23]=2)[CH:3]=[C:2]([NH:1][C:35]2[C:36]([Cl:40])=[CH:37][N:38]=[C:33]([Cl:32])[N:34]=2)[CH:7]=1)(=[O:10])=[O:9])([CH3:14])([CH3:15])[CH3:13]. Reactants: O (H2O), C1(=CC=CC=C1)S (thiophenol), BrCC(=O)C1=CC=C(C=C1)S(=O)(=O)C (2-bromo-1-(4-(methanesulfonyl)phenyl)ethanone), C(=O)([O-])[O-].[K+].[K+] (K2CO3). The solvent is CC(=O)C (acetone). Conditions: time 1 hour. Product: C1(=CC=CC=C1)SCC(=O)C1=CC=C(C=C1)S(=O)(=O)C (2-phenylthio1-(4-(methanesulfonyl)phenyl)ethanone). Yield: 87.6%. RXN SMILES: [C:1]1([SH:7])[CH:6]=[CH:5][CH:4]=[CH:3][CH:2]=1.Br[CH2:9][C:10]([C:12]1[CH:17]=[CH:16][C:15]([S:18]([CH3:21])(=[O:20])=[O:19])=[CH:14][CH:13]=1)=[O:11].C([O-])([O-])=O.[K+].[K+].O>CC(C)=O>[C:1]1([S:7][CH2:9][C:10]([C:12]2[CH:13]=[CH:14][C:15]([S:18]([CH3:21])(=[O:20])=[O:19])=[CH:16][CH:17]=2)=[O:11])[CH:6]=[CH:5][CH:4]=[CH:3][CH:2]=1 |f:2.3.4|. Reported procedure: To a solution of thiophenol (5.5 g) and 2-bromo-1-(4-(methanesulfonyl)phenyl)ethanone (14.8 g) in acetone (250 mL) was added K2CO3 (13.8 g). The mixture was stirred at r.t. for 1 hr then H2O added and the solution was extracted with EtOAc, the organic layer was washed with brine, dried over MgSO4, filtered and the solvent evaporated under vacuum. The residue was triturated in EtOAc/Et2O, filtered and air dried, giving 13.4 g of the title compound. Starting materials: ONC(C(C(=O)NC)N(C(=O)C1=CC=C(C=C1)C1=CC=C(C=C1)OCCCN1CCOCC1)C)=O (N-hydroxy-N′-methyl-2-[methyl({4′-[3-(morpholin-4-yl)propoxy]biphenyl-4-yl}carbonyl)amino]propanediamide), ONC(C(C(=O)NC)N(C(=O)C1=CC=C(C=C1)C1=CC=C(C=C1)OCCCN1CCOCC1)C)=O (N-hydroxy-N′-methyl-2-[methyl({4′-[3-(morpholin-4-yl)propoxy]biphenyl-4-yl}carbonyl)amino]propanediamide), CC=1C=CC(=CC1)S(=O)(=O)O.O (p-TsOH.H2O). Solvent: C1CCOC1 (THF). Conditions: time 10 minute. The product is CC1=CC=C(C=C1)S(=O)(=O)O.ONC(C(C(=O)NC)N(C(=O)C1=CC=C(C=C1)C1=CC=C(C=C1)OCCCN1CCOCC1)C)=O (N-hydroxy-N′-methyl-2-[methyl({4′-[3-(morpholin-4-yl)propoxy]biphenyl-4-yl}carbonyl)amino]propanediamide 4-methylbenzenesulfonate). Isolated yield 79.9%. Reaction SMILES: [OH:1][NH:2][C:3](=[O:35])[CH:4]([N:9]([CH3:34])[C:10]([C:12]1[CH:17]=[CH:16][C:15]([C:18]2[CH:23]=[CH:22][C:21]([O:24][CH2:25][CH2:26][CH2:27][N:28]3[CH2:33][CH2:32][O:31][CH2:30][CH2:29]3)=[CH:20][CH:19]=2)=[CH:14][CH:13]=1)=[O:11])[C:5]([NH:7][CH3:8])=[O:6].[CH3:36][C:37]1[CH:38]=[CH:39][C:40]([S:43]([OH:46])(=[O:45])=[O:44])=[CH:41][CH:42]=1.O>C1COCC1>[CH3:36][C:37]1[CH:38]=[CH:39][C:40]([S:43]([OH:46])(=[O:45])=[O:44])=[CH:41][CH:42]=1.[OH:1][NH:2][C:3](=[O:35])[CH:4]([N:9]([CH3:34])[C:10]([C:12]1[CH:13]=[CH:14][C:15]([C:18]2[CH:23]=[CH:22][C:21]([O:24][CH2:25][CH2:26][CH2:27][N:28]3[CH2:33][CH2:32][O:31][CH2:30][CH2:29]3)=[CH:20][CH:19]=2)=[CH:16][CH:17]=1)=[O:11])[C:5]([NH:7][CH3:8])=[O:6] |f:1.2,4.5|. Reported procedure: To a THF (1.0 mL) suspension of N-hydroxy-N′-methyl-2-[methyl({4′-[3-(morpholin-4-yl)propoxy]biphenyl-4-yl}carbonyl)amino]propanediamide (Compound 7, 24 mg) as obtained in Example 4-(5), p-TsOH.H2O (9.5 mg) was added, and the mixture was stirred for 10 minutes at room temperature. The precipitate was collected by filtration to obtain N-hydroxy-N′-methyl-2-[methyl({4′-[3-(morpholin-4-yl)propoxy]biphenyl-4-yl}carbonyl)amino]propanediamide 4-methylbenzenesulfonate (Compound 7b, white solid) (26 mg,... Starting materials: ClC=1C=C(C=CC1)NC1=NC=CC(=N1)C1=CC(=NC=C1)N1N=C(C(C1=O)(C)C)C (2-{4-[2-(3-Chloro-phenylamino)-pyrimidin-4-yl]-pyridin-2-yl}-4,4,5-trimethyl-2,4-dihydro-pyrazol-3-one), COC=1C=CC(=CC1)P2(=S)SP(=S)(S2)C=3C=CC(=CC3)OC (Lawesson reagent). Run in C1(=CC=CC=C1)C (toluene). Reaction conditions: temperature 100 celsius, time 1 hour. The product is ClC=1C=C(C=CC1)NC1=NC=CC(=N1)C1=CC(=NC=C1)N1N=C(C(C1=S)(C)C)C (2-{4-[2-(3-Chloro-phenylamino)-pyrimidin-4-yl]-pyridin-2-yl}-4,4,5-trimethyl-2,4-dihydro-pyrazole-3-thione). RXN SMILES: [Cl:1][C:2]1[CH:3]=[C:4]([NH:8][C:9]2[N:14]=[C:13]([C:15]3[CH:20]=[CH:19][N:18]=[C:17]([N:21]4[C:25](=O)[C:24]([CH3:28])([CH3:27])[C:23]([CH3:29])=[N:22]4)[CH:16]=3)[CH:12]=[CH:11][N:10]=2)[CH:5]=[CH:6][CH:7]=1.COC1C=CC(P2(SP(C3C=CC(OC)=CC=3)(=S)S2)=[S:39])=CC=1>C1(C)C=CC=CC=1>[Cl:1][C:2]1[CH:3]=[C:4]([NH:8][C:9]2[N:14]=[C:13]([C:15]3[CH:20]=[CH:19][N:18]=[C:17]([N:21]4[C:25](=[S:39])[C:24]([CH3:28])([CH3:27])[C:23]([CH3:29])=[N:22]4)[CH:16]=3)[CH:12]=[CH:11][N:10]=2)[CH:5]=[CH:6][CH:7]=1. Procedure details: A mixture of 2-{4-[2-(3-Chloro-phenylamino)-pyrimidin-4-yl]-pyridin-2-yl}-4,4,5-trimethyl-2,4-dihydro-pyrazol-3-one (0.21 g, 0.0005 mol) and Lawesson reagent (0.22 g 0.0005 mol) in toluene (3 ml) is stirred at 100° C. for one hour. After cooling the resulting solution is directly purified by silicagel column chromatography to the title compounds (IVb) (0.19 g, 88.1%) m.p. 167–168° C., The product is OC=1C=C2C=CC=NC2=C(C1)[N+](=O)[O-] (6-hydroxy-8-nitro-quinoline). Run in Br (HBr), Br (HBr). Reported procedure: A solution of 6-methoxy-8-nitro-quinoline (9 g, 44.1 mmol) in HBr (100 mL) as heated at 110° C. overnight. Additional HBr (80 mL) was added and the reaction continued to heat for an additional 24 hours. The cooled reaction mixture was basified with 2.5 N NaOH (800 mL) and extracted into EtOAc (2×300 mL). The organic fractions were combined, dried over Na2SO4 and purified by column chromatography (50% EtOAc/hexane) to afford 2.71 g (32%) of the title compound as a white solid: mp discolors above ... The yield is 32.3%. Starting materials: COC=1C=C2C=CC=NC2=C(C1)[N+](=O)[O-] (6-methoxy-8-nitro-quinoline), [OH-].[Na+] (NaOH). Reaction SMILES: C[O:2][C:3]1[CH:4]=[C:5]2[C:10](=[C:11]([N+:13]([O-:15])=[O:14])[CH:12]=1)[N:9]=[CH:8][CH:7]=[CH:6]2.[OH-].[Na+]>Br>[OH:2][C:3]1[CH:4]=[C:5]2[C:10](=[C:11]([N+:13]([O-:15])=[O:14])[CH:12]=1)[N:9]=[CH:8][CH:7]=[CH:6]2 |f:1.2|.